This data is from the Open Reaction Database (ORD), a public repository of structured organic reaction records. The task is: describe an organic reaction: reactants, conditions, products, and yield Starting materials: CCCCCC(O)C=CC1C(O)CC2OC(C(Br)CCCC(=O)OCCOCCC)CC21, C1CCC2=NCCCN2CC1, Cl, O=P([O-])([O-])[O-]. The product is CCCCCC(O)C=CC1C(O)CC2OC(=CCCCC(=O)OCCOCCC)CC21. As a reaction SMILES: [CH2:1]([CH2:2][CH3:3])[O:4][CH2:5][CH2:6][O:7][C:8]([CH2:9][CH2:10][CH2:11][CH:12]([CH:13]1[CH2:14][CH:15]2[CH:16]([CH2:17][CH:18]([OH:29])[CH:19]2[CH:20]=[CH:21][CH:22]([CH2:23][CH2:24][CH2:25][CH2:26][CH3:27])[OH:28])[O:30]1)[Br:31])=[O:32].[CH2:33]1[CH2:34][CH2:35][C:36]2=[N:41][CH2:40][CH2:39][CH2:38][N:37]2[CH2:42][CH2:43]1.[ClH:44].[O-:45][P:46](=[O:47])([O-:48])[O-:49]>>[CH2:1]([CH2:2][CH3:3])[O:4][CH2:5][CH2:6][O:7][C:8]([CH2:9][CH2:10][CH2:11][CH:12]=[C:13]1[CH2:14][CH:15]2[CH:16]([CH2:17][CH:18]([OH:29])[CH:19]2[CH:20]=[CH:21][CH:22]([CH2:23][CH2:24][CH2:25][CH2:26][CH3:27])[OH:28])[O:30]1)=[O:32]. The product is OC[C@@H](C)N[C@H]([C@H](O)C1=CC(=CC(=C1)F)F)C ((rac)-(R*,S*)-2-((2-hydroxy-(R)-1-methylethyl)amino)-1-(3,5-difluorophenyl)propanol). Reaction SMILES: [F:1][C:2]1[CH:3]=[C:4]([C@:9]2([OH:17])[O:14][CH2:13][C@@H:12]([CH3:15])[NH:11][C@H:10]2[CH3:16])[CH:5]=[C:6]([F:8])[CH:7]=1.[BH4-].[Na+].Cl>C(O)C.O.O>[OH:14][CH2:13][C@H:12]([NH:11][C@@H:10]([CH3:16])[C@@H:9]([C:4]1[CH:5]=[C:6]([F:8])[CH:7]=[C:2]([F:1])[CH:3]=1)[OH:17])[CH3:15] |f:1.2,4.5|. Run at temperature 0 celsius. Run in O (water), C(C)O.O (ethanol water). Procedure: The hydrobromide salt of (2S,3S,5R)-2-(3,5-difluorophenyl)-3,5-dimethyl-2-morpholinol (0.023 mole) (U.S. Pat. No. 5,104,870) is dissolved in a 50:50 mixture of ethanol/water (150 mL) and chilled to 0° C. while being stirred under a nitrogen atmosphere. A solution of sodium borohydride (0.093 mole) in water (25 mL) is added dropwise, and the solution is allowed to warm to room temperature while being stirred overnight. The solution is cooled to 0° C., and concentrated hydrochloric acid (25 mL) is... The reactants are hydrobromide salt, [BH4-].[Na+] (sodium borohydride), Cl (hydrochloric acid), FC=1C=C(C=C(C1)F)[C@]1([C@@H](N[C@@H](CO1)C)C)O ((2S,3S,5R)-2-(3,5-difluorophenyl)-3,5-dimethyl-2-morpholinol). Starting materials: C1COCCO1, CO, O=C(Nc1ccc(Sc2nc(Cl)cc(Cl)n2)cc1)c1ccccc1Cl, [Na+], [Na+], O=C([O-])[O-], Nc1ncns1. The product is O=C(Nc1ccc(Sc2nc(Cl)cc(Nc3ncns3)n2)cc1)c1ccccc1Cl. As a reaction SMILES: [CH2:38]1[O:39][CH2:40][CH2:41][O:42][CH2:43]1.[CH3:44][OH:45].[Cl:1][c:2]1[c:3]([C:4](=[O:5])[NH:6][c:7]2[cH:8][cH:9][c:10]([S:13][c:14]3[n:15][c:16]([Cl:21])[cH:17][c:18]([Cl:20])[n:19]3)[cH:11][cH:12]2)[cH:22][cH:23][cH:24][cH:25]1.[Na+:32].[Na+:33].[O-:34][C:35](=[O:36])[O-:37].[s:26]1[n:27][cH:28][n:29][c:30]1[NH2:31]>>[Cl:1][c:2]1[c:3]([C:4](=[O:5])[NH:6][c:7]2[cH:8][cH:9][c:10]([S:13][c:14]3[n:15][c:16]([NH:31][c:30]4[s:26][n:27][cH:28][n:29]4)[cH:17][c:18]([Cl:20])[n:19]3)[cH:11][cH:12]2)[cH:22][cH:23][cH:24][cH:25]1. Reactants: CN1CCNCC1, CCc1csc2c(C(=O)O)c(=O)c3cc(F)c(Cl)cc3n12, c1ccncc1. The product is CCc1csc2c(C(=O)O)c(=O)c3cc(F)c(N4CCN(C)CC4)cc3n12. As a reaction SMILES: [CH3:22][N:23]1[CH2:24][CH2:25][NH:26][CH2:27][CH2:28]1.[Cl:1][c:2]1[c:3]([F:21])[cH:4][c:5]2[c:6](=[O:20])[c:7]([C:17](=[O:18])[OH:19])[c:8]3[n:9]([c:10]2[cH:11]1)[c:12]([CH2:15][CH3:16])[cH:13][s:14]3.[cH:29]1[cH:30][cH:31][n:32][cH:33][cH:34]1>>[c:2]1([N:26]2[CH2:25][CH2:24][N:23]([CH3:22])[CH2:28][CH2:27]2)[c:3]([F:21])[cH:4][c:5]2[c:6](=[O:20])[c:7]([C:17](=[O:18])[OH:19])[c:8]3[n:9]([c:10]2[cH:11]1)[c:12]([CH2:15][CH3:16])[cH:13][s:14]3. The reactants are C1(=CC=C(C=C1)S(=O)(=O)O)C (p-Toluenesulfonic acid), N1=CC(=CC=C1)C=1[C@]2(C)[C@@H](CC1)[C@@H]1CCC3=CC(CC[C@]3(C)[C@H]1CC2)=O (17-(3-pyridyl)androsta-4,16-dien-3-one), C(C)OCC (diethyl ether). The solvent is C(C)(=O)OC(=C)C (isopropenyl acetate). Run at temperature 80 celsius. The product is C(C)(=O)OC1=CC2=CC[C@H]3[C@@H]4CC=C([C@@]4(C)CC[C@@H]3[C@]2(CC1)C)C=1C=NC=CC1 (3-Acetoxy-17-(3-pyridyl)androsta-3,5,16-triene). Isolated yield 44.0%. RXN SMILES: [N:1]1[CH:6]=[CH:5][CH:4]=[C:3]([C:7]2[C@:8]3([CH2:25][CH2:24][C@H:23]4[C@@H:13]([CH2:14][CH2:15][C:16]5[C@:21]4([CH3:22])[CH2:20][CH2:19][C:18](=[O:26])[CH:17]=5)[C@@H:10]3[CH2:11][CH:12]=2)[CH3:9])[CH:2]=1.C1(C)C=CC(S(O)(=O)=O)=CC=1.[CH2:38]([O:40]CC)[CH3:39]>C(OC(C)=C)(=O)C>[C:38]([O:26][C:18]1[CH2:19][CH2:20][C@@:21]2([CH3:22])[C:16](=[CH:15][CH2:14][C@@H:13]3[C@@H:23]2[CH2:24][CH2:25][C@@:8]2([CH3:9])[C@H:10]3[CH2:11][CH:12]=[C:7]2[C:3]2[CH:2]=[N:1][CH:6]=[CH:5][CH:4]=2)[CH:17]=1)(=[O:40])[CH3:39]. Procedure details: 17-(3-pyridyl)androsta-4,16-dien-3-one (174 mg, 0.50 mmol) was dissolved in isopropenyl acetate (2 ml). p-Toluenesulfonic acid (130 mg, 0.68 mmol) was then added and the mixture heated at 80° C. for 12 h. After allowing to cool the mixture was poured into diethyl ether, washed with saturated aqueous sodium bicarbonate, dried (Na2CO3) and concentrated. Chromatography on elution with light petroleum--diethyl ether (1:1), afforded the title compound (86 mg, 44%), IR νmax 1755 cm-1, 1H-NMR (CDCl3) i... Reactants: C(C)(C)N (isopropyl amine), C1(=CC=CC=C1)P(CO)CO ((phenylphosphinediyl)dimethanol). Run at time 8 hour. Product: C1(=CC=CC=C1)P(CNC(C)C)CNC(C)C (N,N′-(phenylphosphinediyl)bis(methylene)dipropan-2-amine). As a reaction SMILES: [CH:1]([NH2:4])([CH3:3])[CH3:2].[C:5]1([P:11]([CH2:14]O)[CH2:12]O)[CH:10]=[CH:9][CH:8]=[CH:7][CH:6]=1>>[C:5]1([P:11]([CH2:14][NH:4][CH:1]([CH3:3])[CH3:2])[CH2:12][NH:4][CH:1]([CH3:3])[CH3:2])[CH:10]=[CH:9][CH:8]=[CH:7][CH:6]=1. Procedure: Degassed isopropyl amine (1 ml, 11.6 mmol) of was added to 491 mg (2.886 mmol) of (phenylphosphinediyl)dimethanol (PhP(CH2OH)2) and the mixture was stirred overnight. The excess amine was removed in vacuo to afford the product as a viscous colorless oil. 1H NMR (400 Mhz, C6D6): δ 7.55 (m, 2H); 7.09 (m, 3H); 3.11 (m, 4H); 2.68 (m, 2H); 0.89 (m, 12H). 31P NMR (162 Mhz, C6D6): −29.5. Starting materials: C1=CCN(Cc2ccccc2)C1, CC(C)=O, O, O=S(=O)(O)O. Yields the product c1ccc(CN2CC3OC3C2)cc1. RXN SMILES: [CH2:1]([c:2]1[cH:3][cH:4][cH:5][cH:6][cH:7]1)[N:8]1[CH2:9][CH:10]=[CH:11][CH2:12]1.[CH3:19][C:20](=[O:21])[CH3:22].[OH2:18].[S:13]([OH:14])(=[O:15])(=[O:16])[OH:17]>>[CH2:1]([c:2]1[cH:3][cH:4][cH:5][cH:6][cH:7]1)[N:8]1[CH2:9][CH:10]2[CH:11]([CH2:12]1)[O:14]2.